The task is: describe an organic reaction: reactants, conditions, products, and yield. This data is from the Open Reaction Database (ORD), a public repository of structured organic reaction records. The reactants are Cl.C(N)(=N)SCC1=C(C2=C(OCC1)C=CC(=C2)Br)C ((7-bromo-5-methyl-2,3-dihydrobenzo[b]oxepin-4-yl)methyl carbamimidothioate hydrochloride), OS(=O)(=O)C(F)(F)F (triflic acid), C(=O)(O)[O-].[Na+] (NaHCO3), [OH-].[Na+] (NaOH). The solvent is C(=O)(C(F)(F)F)O (TFA), C(C)OCC (diethyl ether). Run at time 3 hour. Product: BrC1=CC2=C(OCC[C@H]3[C@@]2(N=C(SC3)N)C)C=C1 (rel-(4aS,11bS)-10-bromo-11b-methyl-4a,5,6,11b-tetrahydro-4H-benzo[2,3]oxepino[4,5-d][1,3]thiazin-2-amine). Yield: 56.0%. As a reaction SMILES: Cl.[C:2]([S:5][CH2:6][C:7]1[CH2:13][CH2:12][O:11][C:10]2[CH:14]=[CH:15][C:16]([Br:18])=[CH:17][C:9]=2[C:8]=1[CH3:19])(=[NH:4])[NH2:3].OS(C(F)(F)F)(=O)=O.[OH-].[Na+].C([O-])(O)=O.[Na+]>C(O)(C(F)(F)F)=O.C(OCC)C>[Br:18][C:16]1[CH:15]=[CH:14][C:10]2[O:11][CH2:12][CH2:13][C@@H:7]3[CH2:6][S:5][C:2]([NH2:3])=[N:4][C@:8]3([CH3:19])[C:9]=2[CH:17]=1 |f:0.1,3.4,5.6|. Procedure details: To a solution of (7-bromo-5-methyl-2,3-dihydrobenzo[b]oxepin-4-yl)methyl carbamimidothioate hydrochloride from step H8 (2.59 g, 7.12 mmol) in TFA (20 mL) was added triflic acid (5.0 mL). The mixture was stirred at rt for 3 h. The reaction mixture was chilled to 0° C. then diluted with diethyl ether (150 mL). The resulting mixture was slowly neutralized with 50% aqueous NaOH and made basic (pH=12) with saturated aqueous NaHCO3 solution. The organic layer was separated, dried over sodium sulfate, ...